This data is from the Open Reaction Database (ORD), a public repository of structured organic reaction records. The task is: describe an organic reaction: reactants, conditions, products, and yield Reactants: Cn1c(C(F)(F)F)cc(=O)n(-c2ccc(Cl)c3nc(C(C)(C)C)oc23)c1=O, CC(=O)O, CCOC(=O)N(Cl)Cl, Cl, [Na+], [Na+], O=C([O-])[O-], O. Yields the product Cn1c(C(F)(F)F)c(Cl)c(=O)n(-c2ccc(Cl)c3nc(C(C)(C)C)oc23)c1=O. RXN SMILES: [C:1]([CH3:2])([CH3:3])([CH3:4])[c:5]1[o:6][c:7]2[c:8]([n:9]1)[c:10]([Cl:27])[cH:11][cH:12][c:13]2-[n:14]1[c:15](=[O:26])[n:16]([CH3:25])[c:17]([C:21]([F:22])([F:23])[F:24])[cH:18][c:19]1=[O:20].[CH3:43][C:44](=[O:45])[OH:46].[Cl:28][N:29]([Cl:30])[C:31]([O:32][CH2:33][CH3:34])=[O:35].[ClH:36].[Na+:37].[Na+:38].[O-:39][C:40](=[O:41])[O-:42].[OH2:47]>>[C:1]([CH3:2])([CH3:3])([CH3:4])[c:5]1[o:6][c:7]2[c:8]([n:9]1)[c:10]([Cl:27])[cH:11][cH:12][c:13]2-[n:14]1[c:15](=[O:26])[n:16]([CH3:25])[c:17]([C:21]([F:22])([F:23])[F:24])[c:18]([Cl:28])[c:19]1=[O:20]. Starting materials: C(CC(O)(C(=O)O)CC(=O)O)(=O)O (citric acid), ClC1=CC(=C(C=N1)N(C(C1=CC(=CC(=C1)C(F)(F)F)S(=O)(=O)C)=O)C)C1=C(C=C(C=C1)F)OC (N-[6-Chloro-4-(4-fluoro-2-methoxy-phenyl)-pyridin-3-yl]-3-methanesulfonyl-N-methyl-5-trifluoromethyl-benzamide), [Cl-].C[Zn+] (methylzinc chloride), CN1C(N(CC1)C)=O (1,3-dimethyl-2-imidazolidinone). The reagents and catalysts are ClC=1C(=NC=CC1)[Pd-](Cl)Cl ((3-chloropyridyl) palladium(II) dichloride). RXN SMILES: Cl[C:2]1[N:7]=[CH:6][C:5]([N:8]([CH3:25])[C:9](=[O:24])[C:10]2[CH:15]=[C:14]([C:16]([F:19])([F:18])[F:17])[CH:13]=[C:12]([S:20]([CH3:23])(=[O:22])=[O:21])[CH:11]=2)=[C:4]([C:26]2[CH:31]=[CH:30][C:29]([F:32])=[CH:28][C:27]=2[O:33][CH3:34])[CH:3]=1.[Cl-].C[Zn+].[CH3:38]N1CCN(C)C1=O.C(O)(=O)CC(CC(O)=O)(C(O)=O)O>C1COCC1.ClC1C([Pd-](Cl)Cl)=NC=CC=1.CCOC(C)=O>[F:32][C:29]1[CH:30]=[CH:31][C:26]([C:4]2[CH:3]=[C:2]([CH3:38])[N:7]=[CH:6][C:5]=2[N:8]([CH3:25])[C:9](=[O:24])[C:10]2[CH:15]=[C:14]([C:16]([F:19])([F:18])[F:17])[CH:13]=[C:12]([S:20]([CH3:23])(=[O:21])=[O:22])[CH:11]=2)=[C:27]([O:33][CH3:34])[CH:28]=1 |f:1.2|. Run at temperature 50 celsius, time 30 minute. The product is FC1=CC(=C(C=C1)C1=C(C=NC(=C1)C)N(C(C1=CC(=CC(=C1)C(F)(F)F)S(=O)(=O)C)=O)C)OC (N-[4-(4-Fluoro-2-methoxy-phenyl)-6-methyl-pyridin-3-yl]-3-methanesulfonyl-N-methyl-5-trifluoromethyl-benzamide). The solvent is CCOC(=O)C (EtOAc), C1CCOC1 (THF). Procedure: To a solution of N-(6-chloro-4-(4-fluoro-2-methoxyphenyl)pyridin-3-yl)-N-methyl-3-(methylsulfonyl)-5-(trifluoromethyl)benzamide (0.1 g, 0.193 mmol, example 201) in THF (2 mL) were added methylzinc chloride (0.145 mL, 0.29 mmol, 2M solution in THF, CAS RN 5158-46-3), 1,3-dimethyl-2-imidazolidinone (0.4 mL, CAS RN 80-73-9) and (1,3-bis(2,6-diisopropyl-phenyl)imidazolidene) (3-chloropyridyl) palladium(II) dichloride (PEPPSI-IPr, 2.63 mg, 3.87 μmol, Aldrich). The reaction mixture was stirred at 50° ... Starting materials: C(C)(=O)N (acetamide), ClC=1C(=CC2=C(C=CC=C2C1)CN(C)C)CC#N ((3-chloro-8-dimethylaminomethyl-naphthalen-2-yl)-acetonitrile). Reagents/catalysts: [Pd](Cl)Cl (Palladium(II)-chloride). Solvent: C1CCOC1 (THF), O (water). Run at time 18 hour. Product: ClC=1C(=CC2=C(C=CC=C2C1)CN(C)C)CC(=O)N (2-(3-Chloro-8-dimethylaminomethyl-naphthalen-2-yl)-acetamide). RXN SMILES: [C:1]([NH2:4])(=[O:3])[CH3:2].[Cl:5][C:6]1[C:7](CC#N)=[CH:8][C:9]2[C:14]([CH:15]=1)=[CH:13][CH:12]=[CH:11][C:10]=2[CH2:16][N:17]([CH3:19])[CH3:18]>C1COCC1.O.[Pd](Cl)Cl>[Cl:5][C:6]1[C:7]([CH2:2][C:1]([NH2:4])=[O:3])=[CH:8][C:9]2[C:14]([CH:15]=1)=[CH:13][CH:12]=[CH:11][C:10]=2[CH2:16][N:17]([CH3:19])[CH3:18]. Procedure details: Palladium(II)-chloride (4.3 mg, 0.024 mmol, 0.1 equiv) and acetamide (60 mg, 1.0 mmol, 4.2 equiv) were added to a solution of (3-chloro-8-dimethylaminomethyl-naphthalen-2-yl)-acetonitrile in THF (0.75 ml) and water (0.25 ml). After 18 hours at room temperature, the reaction mixture was adsorbed on silica gel, concentrated to dryness, and purified via two flash columns. Since purification on silica gel failed to remove unreacted acetamide, the resulting mixture was used directly in the next step....